Dataset: the Open Reaction Database (ORD), a public repository of structured organic reaction records. Task: describe an organic reaction: reactants, conditions, products, and yield Starting materials: COc1ccc(CCl)cc1, CCOC(C)=O, [K+], [K+], CCOC(=O)C1CCCNC1, O=C([O-])[O-], CN(C)C=O. Product: CCOC(=O)C1CCCN(Cc2ccc(OC)cc2)C1. Reaction SMILES: [CH3:23][O:24][c:25]1[cH:26][cH:27][c:28]([CH2:29][Cl:30])[cH:31][cH:32]1.[CH3:33][CH2:34][O:35][C:36](=[O:37])[CH3:38].[K+:12].[K+:13].[NH:1]1[CH2:2][CH:3]([C:4](=[O:5])[O:6][CH2:7][CH3:8])[CH2:9][CH2:10][CH2:11]1.[O-:14][C:15]([O-:16])=[O:17].[O:18]=[CH:19][N:20]([CH3:21])[CH3:22]>>[N:1]1([CH2:29][c:28]2[cH:27][cH:26][c:25]([O:24][CH3:23])[cH:32][cH:31]2)[CH2:2][CH:3]([C:4](=[O:5])[O:6][CH2:7][CH3:8])[CH2:9][CH2:10][CH2:11]1. As a reaction SMILES: [F:1][C:2]1[CH:10]=[C:9]([NH:11][CH2:12][CH2:13][CH2:14][CH2:15][CH2:16][CH2:17][CH2:18][CH2:19][CH2:20][CH2:21][CH2:22][CH2:23][CH2:24][CH2:25][CH2:26][CH3:27])[CH:8]=[CH:7][C:3]=1[C:4]([OH:6])=[O:5].B(F)(F)F.[CH3:32]COCC>CO>[F:1][C:2]1[CH:10]=[C:9]([NH:11][CH2:12][CH2:13][CH2:14][CH2:15][CH2:16][CH2:17][CH2:18][CH2:19][CH2:20][CH2:21][CH2:22][CH2:23][CH2:24][CH2:25][CH2:26][CH3:27])[CH:8]=[CH:7][C:3]=1[C:4]([O:6][CH3:32])=[O:5] |f:1.2|. Procedure: A solution of 50.5 g of 2-fluoro-4-(hexadecylamino)benzoic acid and 34.4 ml of boron trifluoride etherate in 200 ml of methanol is stirred under reflux for 44 hours, allowed to cool, and poured into 1.20 liters of ice cold 5% aqueous sodium carbonate solution. The white solid is collected by filtration and recrystallized from benzene-ethanol to yield methyl 2-fluoro-4-(hexadecylamino)benzoate. The solvent is CO (methanol). Reactants: FC1=C(C(=O)O)C=CC(=C1)NCCCCCCCCCCCCCCCC (2-fluoro-4-(hexadecylamino)benzoic acid), B(F)(F)F.CCOCC (boron trifluoride etherate), ice. Yields the product FC1=C(C(=O)OC)C=CC(=C1)NCCCCCCCCCCCCCCCC (methyl 2-fluoro-4-(hexadecylamino)benzoate). Starting materials: [OH-].[Na+] (sodium hydroxide), O1CCC(C=C1)C=1C=C2C(=CN(C2=CC1)C(C1=CC=CC=C1)=O)CCN(C)C (5-(3,4-dihydropyran-4-yl)-3-[2-(N,N-dimethylamino)ethyl]-1-benzoylindole). Run in CO (methanol). Run at time 16 hour. Product: N (ammonia), O1CCC(C=C1)C=1C=C2C(=CNC2=CC1)CCN(C)C (5-(3,4-dihydropyran-4-yl)-3-[2-(N,N-dimethylamino)ethyl]-1H-indole). Yield: 141.5%. Reaction SMILES: [OH-].[Na+].[O:3]1[CH:8]=[CH:7][CH:6]([C:9]2[CH:10]=[C:11]3[C:15](=[CH:16][CH:17]=2)[N:14](C(=O)C2C=CC=CC=2)[CH:13]=[C:12]3[CH2:26][CH2:27][N:28]([CH3:30])[CH3:29])[CH2:5][CH2:4]1>CO>[NH3:14].[O:3]1[CH:4]=[CH:5][CH:6]([C:9]2[CH:10]=[C:11]3[C:15](=[CH:16][CH:17]=2)[NH:14][CH:13]=[C:12]3[CH2:26][CH2:27][N:28]([CH3:29])[CH3:30])[CH2:7][CH2:8]1 |f:0.1|. Procedure details: An aqueous solution of sodium hydroxide (2M, 1 mL, 2 mmol) was added to 5-(3,4-dihydropyran-4-yl)-3-[2-(N,N-dimethylamino)ethyl]-1-benzoylindole (30 mg, 0.08 mmol) in methanol (2 mL) and the resulting solution was stirred at room temperature for 16 h. The reaction mixture was partitioned between water and ethyl acetate, washed with brine, dried over sodium sulfate and the solvent was removed in vacuo. Preparative thin layer chromatography (silica gel, 10% 2M methanolic ammonia in dichloromethane... Reactants: C1(=CC=CC=C1)P(C1=C(C2=CC=CC=C2C=C1)C1=C(C=CC2=CC=CC=C12)P(C1=CC=CC=C1)C1=CC=CC=C1)C1=CC=CC=C1 (2,2′-bis(diphenylphosphino)-1,1′-binaphthyl), BrC1=CC(=C(C(=O)NCC2=CC=C(C=C2)Cl)C(=C1)C)OC (4-bromo-N-[(4-chlorophenyl)-methyl]-2-methoxy-6-methyl-benzamide), N1CCOCC1 (morpholine), C([O-])([O-])=O.[Cs+].[Cs+] (caesium carbonate). Reagents/catalysts: C=1C=CC(=CC1)/C=C/C(=O)/C=C/C2=CC=CC=C2.C=1C=CC(=CC1)/C=C/C(=O)/C=C/C2=CC=CC=C2.C=1C=CC(=CC1)/C=C/C(=O)/C=C/C2=CC=CC=C2.[Pd].[Pd] (tris(dibenzylideneacetone)dipalladium(0)). Solvent: CN1C(CCC1)=O (N-methyl-2-pyrrolidone), O (water). Conditions: temperature 40 celsius, time 16 hour. Yields the product ClC1=CC=C(C=C1)CNC(C1=C(C=C(C=C1C)N1CCOCC1)OC)=O (N-[(4-chlorophenyl)-methyl]-2-methoxy-6-methyl-4-morpholin-4-yl-benzamide). Yield: 28.4%. Reaction SMILES: Br[C:2]1[CH:18]=[C:17]([CH3:19])[C:5]([C:6]([NH:8][CH2:9][C:10]2[CH:15]=[CH:14][C:13]([Cl:16])=[CH:12][CH:11]=2)=[O:7])=[C:4]([O:20][CH3:21])[CH:3]=1.[NH:22]1[CH2:27][CH2:26][O:25][CH2:24][CH2:23]1.C(=O)([O-])[O-].[Cs+].[Cs+].C1(P(C2C=CC=CC=2)C2C=CC3C(=CC=CC=3)C=2C2C3C(=CC=CC=3)C=CC=2P(C2C=CC=CC=2)C2C=CC=CC=2)C=CC=CC=1>CN1CCCC1=O.O.C1C=CC(/C=C/C(/C=C/C2C=CC=CC=2)=O)=CC=1.C1C=CC(/C=C/C(/C=C/C2C=CC=CC=2)=O)=CC=1.C1C=CC(/C=C/C(/C=C/C2C=CC=CC=2)=O)=CC=1.[Pd].[Pd]>[Cl:16][C:13]1[CH:14]=[CH:15][C:10]([CH2:9][NH:8][C:6](=[O:7])[C:5]2[C:17]([CH3:19])=[CH:18][C:2]([N:22]3[CH2:27][CH2:26][O:25][CH2:24][CH2:23]3)=[CH:3][C:4]=2[O:20][CH3:21])=[CH:11][CH:12]=1 |f:2.3.4,8.9.10.11.12|. Procedure: To a stirred solution of 4-bromo-N-[(4-chlorophenyl)-methyl]-2-methoxy-6-methyl-benzamide (0.37 g, 1.02 mmol) in N-methyl-2-pyrrolidone (1 ml) is added morpholine (0.10 ml, 1.20 mmol) at RT. The reaction mixture is degassed and flushed with argon for 30 min followed by addition of caesium carbonate (0.49 g, 1.52 mmol). The reaction mixture is heated to 40° C. At this temperature are added tris(dibenzylideneacetone)dipalladium(0) (0.009 g, 0.01 mmol) and 2,2′-bis(diphenylphosphino)-1,1′-binaphthy... Procedure details: 87 mg of sodium hydride (55% oil dispersion) was added to 5 ml of DMF. To this was added 0.14 g of pyrazole, and the mixture was stirred for 0.5 hours at room temperature. To the resultant mixture was added 0.25 g of 4-chloro-5-(4-chlorophenyl)-3,6-dimethylpyridazine, and the mixture was stirred for 3 hours on an oil bath of 80° C. To the reaction mixture was added ethyl acetate, and the mixture was washed with brine four times. The organic layer was dried over anhydrous magnesium sulfate, then,... Conditions: time 0.5 hour. The yield is 67.6%. Yields the product ClC1=CC=C(C=C1)C=1C(=C(N=NC1C)C)C1=NNC=C1 (5-(4-chloro-phenyl)-3,6-dimethyl-4-pyrazolylpyridazine). Run in C(C)(=O)OCC (ethyl acetate). As a reaction SMILES: [H-].[Na+].CN(C=O)C.[NH:8]1[CH:12]=[CH:11][CH:10]=[N:9]1.Cl[C:14]1[C:19]([C:20]2[CH:25]=[CH:24][C:23]([Cl:26])=[CH:22][CH:21]=2)=[C:18]([CH3:27])[N:17]=[N:16][C:15]=1[CH3:28]>C(OCC)(=O)C>[Cl:26][C:23]1[CH:22]=[CH:21][C:20]([C:19]2[C:14]([C:12]3[CH:11]=[CH:10][NH:9][N:8]=3)=[C:15]([CH3:28])[N:16]=[N:17][C:18]=2[CH3:27])=[CH:25][CH:24]=1 |f:0.1|. Reactants: [H-].[Na+] (sodium hydride), CN(C)C=O (DMF), resultant mixture, ClC1=C(N=NC(=C1C1=CC=C(C=C1)Cl)C)C (4-chloro-5-(4-chlorophenyl)-3,6-dimethylpyridazine), N1N=CC=C1 (pyrazole). Starting materials: C(OC)COC (dimethoxyethane), C(=O)(C(=O)Cl)Cl ((COCl)2), [Cl-].[Al+3].[Cl-].[Cl-] (aluminum chloride), COC=1C=C2C(=CN(C2=CC1)S(=O)(=O)C1=CC=C(C=C1)C)CCC(=O)O (3-(5-methoxy-1-p-toluenesulfonyl-indol-3-yl)propionic acid). Run in O (water), ClCCCl (DCE), ClCCCl (DCE). Run at time 20 minute. The product is OC1=C2C=3C(=CN(C3C=C1)S(=O)(=O)C1=CC=C(C=C1)C)CCC2=O (3,4-Dihydro-6-hydroxy-I-p-toluenesulfonylbenz[cd]indol-5(1H)-one). RXN SMILES: C[O:2][C:3]1[CH:4]=[C:5]2[C:9](=[CH:10][CH:11]=1)[N:8]([S:12]([C:15]1[CH:20]=[CH:19][C:18]([CH3:21])=[CH:17][CH:16]=1)(=[O:14])=[O:13])[CH:7]=[C:6]2[CH2:22][CH2:23][C:24](O)=[O:25].C(Cl)(C(Cl)=O)=O.[Cl-].[Al+3].[Cl-].[Cl-].C(COC)OC>ClCCCl.O>[OH:2][C:3]1[CH:11]=[CH:10][C:9]2[N:8]([S:12]([C:15]3[CH:20]=[CH:19][C:18]([CH3:21])=[CH:17][CH:16]=3)(=[O:14])=[O:13])[CH:7]=[C:6]3[CH2:22][CH2:23][C:24](=[O:25])[C:4]=1[C:5]=23 |f:2.3.4.5|. Procedure details: To a DCE (600 ml) solution of 3-(5-methoxy-1-p-toluenesulfonyl-indol-3-yl)propionic acid (28.9 g, 77 mmol) was added, while stirring under ice-cooling, (COCl)2 (8.3 ml, 95 mmol), and the mixture was stirred for about 2.5 hours at room temperature. The reaction mixture was concentrated, and the residue was dissolved in DCE (100 ml). The solution was added to a suspension of aluminum chloride powder (33.9 g, 254 mmol) in DCE (430 ml) at 5° C. taking 20 minutes. The mixture was left standing as it ... Reactants: C(C)(C)(C)O[C@H](C(=O)OCC)C1=C(C2=C(N=C(S2)C2=CC3=C(N(C(=N3)C)C)C=C2)C=C1C)C1=CC=C(C=C1)Cl ((S)-ethyl 2-tert-butoxy-2-(7-(4-chlorophenyl)-2-(1,2-dimethyl-1H-benzo[d]imidazol-5-yl)-5-methylbenzo[d]thiazol-6-yl)acetate), [OH-].[Na+] (sodium hydroxide). The solvent is CO (MeOH), C1CCOC1 (THF). Conditions: temperature 50 celsius, time 4 hour. The product is C(C)(C)(C)O[C@H](C(=O)O)C1=C(C2=C(N=C(S2)C2=CC3=C(N(C(=N3)C)C)C=C2)C=C1C)C1=CC=C(C=C1)Cl ((S)-2-tert-butoxy-2-(7-(4-chlorophenyl)-2-(1,2-dimethyl-1H-benzo[d]imidazol-5-yl)-5-methylbenzo[d]thiazol-6-yl)acetic acid). Reaction SMILES: [C:1]([O:5][C@@H:6]([C:12]1[C:31]([CH3:32])=[CH:30][C:15]2[N:16]=[C:17]([C:19]3[CH:29]=[CH:28][C:22]4[N:23]([CH3:27])[C:24]([CH3:26])=[N:25][C:21]=4[CH:20]=3)[S:18][C:14]=2[C:13]=1[C:33]1[CH:38]=[CH:37][C:36]([Cl:39])=[CH:35][CH:34]=1)[C:7]([O:9]CC)=[O:8])([CH3:4])([CH3:3])[CH3:2].[OH-].[Na+]>CO.C1COCC1>[C:1]([O:5][C@@H:6]([C:12]1[C:31]([CH3:32])=[CH:30][C:15]2[N:16]=[C:17]([C:19]3[CH:29]=[CH:28][C:22]4[N:23]([CH3:27])[C:24]([CH3:26])=[N:25][C:21]=4[CH:20]=3)[S:18][C:14]=2[C:13]=1[C:33]1[CH:38]=[CH:37][C:36]([Cl:39])=[CH:35][CH:34]=1)[C:7]([OH:9])=[O:8])([CH3:4])([CH3:2])[CH3:3] |f:1.2|. Reported procedure: To a solution of (S)-ethyl 2-tert-butoxy-2-(7-(4-chlorophenyl)-2-(1,2-dimethyl-1H-benzo[d]imidazol-5-yl)-5-methylbenzo[d]thiazol-6-yl)acetate in MeOH (2 mL) and THF (2 mL) was added a sodium hydroxide solution (2 M aqueous, 500 μL). The reaction mixture was stirred at 50° C. for 4 h. The mixture was purified using reverse phase HPLC, eluting by 5-100% acetonitrile in H2O with 0.1% TFA to give the product. LCMS-ESI+: calc'd for C29H29ClN3O3S: 534.2 (M+H+); Found: 534.2 (M+H+); 1H NMR (400 MHz, CD... Starting materials: COC(=O)C(CCO)N1CCN(c2cccc(C(F)(F)F)c2)CCC1=O, O=C1OCCC1N1CCN(c2cccc(C(F)(F)F)c2)CCC1=O. Yields the product COC(=O)C(CC=O)N1CCN(c2cccc(C(F)(F)F)c2)CCC1=O. Reaction SMILES: [CH3:1][O:2][C:3]([CH:4]([CH2:5][CH2:6][OH:7])[N:8]1[CH2:9][CH2:10][N:11]([c:16]2[cH:17][c:18]([C:22]([F:23])([F:24])[F:25])[cH:19][cH:20][cH:21]2)[CH2:12][CH2:13][C:14]1=[O:15])=[O:26].[O:27]=[C:28]1[CH:29]([N:30]2[C:31](=[O:32])[CH2:33][CH2:34][N:35]([c:36]3[cH:37][cH:38][cH:39][c:40]([C:41]([F:42])([F:43])[F:44])[cH:45]3)[CH2:46][CH2:47]2)[CH2:48][CH2:49][O:50]1>>[CH3:1][O:2][C:3]([CH:4]([CH2:5][CH:6]=[O:7])[N:8]1[CH2:9][CH2:10][N:11]([c:16]2[cH:17][c:18]([C:22]([F:23])([F:24])[F:25])[cH:19][cH:20][cH:21]2)[CH2:12][CH2:13][C:14]1=[O:15])=[O:26].